Dataset: the Open Reaction Database (ORD), a public repository of structured organic reaction records. Task: describe an organic reaction: reactants, conditions, products, and yield Starting materials: C(C)(C)(C)OC(=O)N1CCC(CC1)(C(=O)O)C (1-(tert-butoxycarbonyl)-4-methylpiperidine-4-carboxylic acid), N1=CC=CC=C1 (pyridine), O1C=NC=C1C=1C=C(N)C=CC1 (3-(oxazol-5-yl)aniline), C(C(=O)Cl)(=O)Cl (oxalyl chloride). The reagents and catalysts are CN(C)C=O (DMF). The solvent is ClCCCl (1,2-dichloroethane), C(C)(=O)OCC (ethyl acetate). Run at time 0.5 hour. Yields the product CC1(CCN(CC1)C(=O)OC(C)(C)C)C(NC1=CC(=CC=C1)C1=CN=CO1)=O (tert-butyl 4-methyl-4-(3-(oxazol-5-yl)phenylcarbamoyl)-piperidine-1-carboxylate). Reaction SMILES: [C:1]([O:5][C:6]([N:8]1[CH2:13][CH2:12][C:11]([CH3:17])([C:14]([OH:16])=O)[CH2:10][CH2:9]1)=[O:7])([CH3:4])([CH3:3])[CH3:2].N1C=CC=CC=1.C(Cl)(=O)C(Cl)=O.[O:30]1[C:34]([C:35]2[CH:36]=[C:37]([CH:39]=[CH:40][CH:41]=2)[NH2:38])=[CH:33][N:32]=[CH:31]1>ClCCCl.CN(C=O)C.C(OCC)(=O)C>[CH3:17][C:11]1([C:14](=[O:16])[NH:38][C:37]2[CH:39]=[CH:40][CH:41]=[C:35]([C:34]3[O:30][CH:31]=[N:32][CH:33]=3)[CH:36]=2)[CH2:10][CH2:9][N:8]([C:6]([O:5][C:1]([CH3:2])([CH3:3])[CH3:4])=[O:7])[CH2:13][CH2:12]1. Procedure: To a solution of 1-(tert-butoxycarbonyl)-4-methylpiperidine-4-carboxylic acid (61.3 mg, 0.252 mmol) and pyridine (79.7 mg, 0.08 mL, 1.01 mmol) in 1,2-dichloroethane (2 mL) at 0° C. was added DMF (1-2 drops) followed by oxalyl chloride (31.9 mg, 0.022 mL, 0.252 mmol). The reaction was stirred for 0.5 hour, and 3-(oxazol-5-yl)aniline (40.4 mg, 0.252 mmol) was added. The reaction was allowed to stir for another 1.5 hours. The mixture was diluted with ethyl acetate (10 mL), and the organics were was... The reactants are CI (methyl iodide), C(C)OCCOCCOC=1C(=NSN1)C=1C=NC=CC1 (3-(4-(2-(2-ethoxyethoxy)ethoxy)-1, 2,5-thiadiazol-3-yl)pyridine). The solvent is CC(=O)C (acetone). Run at time 18 hour. Yields the product [I-].C(C)OCCOCCOC=1C(=NSN1)C=1C=[N+](C=CC1)C (3-(4-(2-(2-ethoxyethoxy)ethoxy)-1,2,5-thiadiazol-3-yl)-1-methylpyridiniumiodide). Reaction SMILES: [CH3:1][I:2].[CH2:3]([O:5][CH2:6][CH2:7][O:8][CH2:9][CH2:10][O:11][C:12]1[C:13]([C:17]2[CH:18]=[N:19][CH:20]=[CH:21][CH:22]=2)=[N:14][S:15][N:16]=1)[CH3:4]>CC(C)=O>[I-:2].[CH2:3]([O:5][CH2:6][CH2:7][O:8][CH2:9][CH2:10][O:11][C:12]1[C:13]([C:17]2[CH:18]=[N+:19]([CH3:1])[CH:20]=[CH:21][CH:22]=2)=[N:14][S:15][N:16]=1)[CH3:4] |f:3.4|. Procedure: A mixture of methyl iodide (0.5 ml, 9 mmol) and 3-(4-(2-(2-ethoxyethoxy)ethoxy)-1, 2,5-thiadiazol-3-yl)pyridine (3 mmol) in acetone (5 ml) was stirred at room temperature for 18 h. The title compound precipitated from the solution and was collected by filtration. Starting materials: C1(CCCC1)C[C@H](CC(=O)NOCC1=CC=CC=C1)C(=O)N1N=CC[C@H]1C(=O)N1CCOCC1 ((3R)-3-(cyclopentylmethyl)-4-[(5S)-5-(4-morpholinylcarbonyl)-4,5-dihydro-1H-pyrazol-1-yl]-4-oxo-N-[(phenylmethyl)oxy]butanamide). The reagents and catalysts are [OH-].[OH-].[Pd+2] (Pearlman's catalyst). The solvent is CO (methanol). Conditions: time 1 hour. Yields the product C1(CCCC1)C[C@H](CC(=O)NO)C(=O)N1N=CC[C@H]1C(=O)N1CCOCC1 ((3R)-3-(cyclopentylmethyl)-N-hydroxy-4-[(5S)-5-(4-morpholinylcarbonyl)-4,5-dihydro-1H-pyrazol-1-yl]-4-oxobutanamide). Yield: 39.2%. As a reaction SMILES: [CH:1]1([CH2:6][C@@H:7]([C:20]([N:22]2[C@H:26]([C:27]([N:29]3[CH2:34][CH2:33][O:32][CH2:31][CH2:30]3)=[O:28])[CH2:25][CH:24]=[N:23]2)=[O:21])[CH2:8][C:9]([NH:11][O:12]CC2C=CC=CC=2)=[O:10])[CH2:5][CH2:4][CH2:3][CH2:2]1>CO.[OH-].[OH-].[Pd+2]>[CH:1]1([CH2:6][C@@H:7]([C:20]([N:22]2[C@H:26]([C:27]([N:29]3[CH2:34][CH2:33][O:32][CH2:31][CH2:30]3)=[O:28])[CH2:25][CH:24]=[N:23]2)=[O:21])[CH2:8][C:9]([NH:11][OH:12])=[O:10])[CH2:5][CH2:4][CH2:3][CH2:2]1 |f:2.3.4|. Reported procedure: To a solution of (3R)-3-(cyclopentylmethyl)-4-[(5S)-5-(4-morpholinylcarbonyl)-4,5-dihydro-1H-pyrazol-1-yl]-4-oxo-N-[(phenylmethyl)oxy]butanamide (57 mg, 0.12 mmol) in methanol (5 mL) was added Pearlman's catalyst (17 mg, 0.024 mmol). The mixture then was stirred under 1 atm of H2 for 1 hour. After 1 hour, the mixture was filtered, concentrated, and purified by Gilson HPLC (Sunfire Column 19×50 mm, flowrate 25 mL/min, 10 min, 5-65% MeCN:H2O) to afford (3R)-3-(cyclopentylmethyl)-N-hydroxy-4-[(5S)-... The reactants are Cl.Cl.NC(C)C=1OC(C2=CC=CC=C2C1C=1C=NNC1)=O (3-(1-aminoethyl)-4-(1H-pyrazol-4-yl)-1H-isochromen-1-one dihydrochloride), Cl.Cl.NC(C)C=1OC(C2=CC=CC=C2C1C=1C=NNC1)=O (3-(1-aminoethyl)-4-(1H-pyrazol-4-yl)-1H-isochromen-1-one dihydrochloride), ClC=1C2=C(N=CN1)C=CS2 (4-chlorothieno[3,2-d]pyrimidine), TEA. The solvent is CC(C)(C)O (t-BuOH). Yields the product Cl.N1N=CC(=C1)C1=C(OC(C2=CC=CC=C12)=O)C(C)NC=1C2=C(N=CN1)C=CS2 (4-(1H-pyrazol-4-yl)-3-(1-(thieno[3,2-d]pyrimidin-4-ylamino)ethyl)-1H-isochromen-1-one hydrochloride). Yield: 29.8%. Reaction SMILES: Cl.Cl.[NH2:3][CH:4]([C:6]1[O:7][C:8](=[O:21])[C:9]2[C:14]([C:15]=1[C:16]1[CH:17]=[N:18][NH:19][CH:20]=1)=[CH:13][CH:12]=[CH:11][CH:10]=2)[CH3:5].[Cl:22][C:23]1[C:24]2[S:31][CH:30]=[CH:29][C:25]=2[N:26]=[CH:27][N:28]=1>CC(O)(C)C>[ClH:22].[NH:18]1[CH:17]=[C:16]([C:15]2[C:14]3[C:9](=[CH:10][CH:11]=[CH:12][CH:13]=3)[C:8](=[O:21])[O:7][C:6]=2[CH:4]([NH:3][C:23]2[C:24]3[S:31][CH:30]=[CH:29][C:25]=3[N:26]=[CH:27][N:28]=2)[CH3:5])[CH:20]=[N:19]1 |f:0.1.2,5.6|. Procedure details: 3-(1-aminoethyl)-4-(1H-pyrazol-4-yl)-1H-isochromen-1-one dihydrochloride (Intermediate E4, 62 mg, 0.189 mmol), 4-chlorothieno[3,2-d]pyrimidine (45.1 mg, 0.264 mmol), TEA (0.092 ml, 0.661 mmol) were reacted in t-BuOH (1.1 ml) at 85° C. for 2 hrs and 90° C. for 4 hrs. The reaction was quenched by the addition of 1M HClaqueous (2 ml) and purified via reverse phase chromatography using a Biotage C18 60 g SNAP with a gradient of water and acetonitrile to give the title compound (24 mg, 29.8%) as yell... Starting materials: COC(=O)C1=CC=C(C=C1)B(O)O ({4-[(methyloxy)carbonyl]phenyl}boronic acid), BrC=1C=CC2=C(CN(CCO2)C(=O)OC(C)(C)C)C1 (1,1-dimethylethyl 7-bromo-2,3-dihydro-1,4-benzoxazepine-4(5H)-carboxylate), P(=O)([O-])([O-])[O-].[K+].[K+].[K+] (tripotassium phosphate). Reagents/catalysts: C1=CC=C(C=C1)P([C-]2C=CC=C2)C3=CC=CC=C3.C1=CC=C(C=C1)P([C-]2C=CC=C2)C3=CC=CC=C3.Cl[Pd]Cl.[Fe+2] ([1,1′-bis(diphenylphosphino)ferrocene]dichloropalladium(II)). Run in O1CCOCC1 (dioxane). Yields the product COC(=O)C1=CC=C(C=C1)C=1C=CC2=C(CN(CCO2)C(=O)OC(C)(C)C)C1 (1,1-dimethylethyl 7-{4-[(methyloxy)carbonyl]phenyl}-2,3-dihydro-1,4-benzoxazepine-4(5H)-carboxylate). Isolated yield 61.3%. RXN SMILES: [CH3:1][O:2][C:3]([C:5]1[CH:10]=[CH:9][C:8](B(O)O)=[CH:7][CH:6]=1)=[O:4].Br[C:15]1[CH:16]=[CH:17][C:18]2[O:24][CH2:23][CH2:22][N:21]([C:25]([O:27][C:28]([CH3:31])([CH3:30])[CH3:29])=[O:26])[CH2:20][C:19]=2[CH:32]=1.P([O-])([O-])([O-])=O.[K+].[K+].[K+]>O1CCOCC1.C1C=CC(P(C2C=CC=CC=2)[C-]2C=CC=C2)=CC=1.C1C=CC(P(C2C=CC=CC=2)[C-]2C=CC=C2)=CC=1.Cl[Pd]Cl.[Fe+2]>[CH3:1][O:2][C:3]([C:5]1[CH:10]=[CH:9][C:8]([C:15]2[CH:16]=[CH:17][C:18]3[O:24][CH2:23][CH2:22][N:21]([C:25]([O:27][C:28]([CH3:30])([CH3:29])[CH3:31])=[O:26])[CH2:20][C:19]=3[CH:32]=2)=[CH:7][CH:6]=1)=[O:4] |f:2.3.4.5,7.8.9.10|. Reported procedure: A suspension of {4-[(methyloxy)carbonyl]phenyl}boronic acid (0.36 g, 2.0 mmol), 1,1-dimethylethyl 7-bromo-2,3-dihydro-1,4-benzoxazepine-4(5H)-carboxylate (0.66 g, 2.0 mmol), [1,1′-bis(diphenylphosphino)ferrocene]dichloropalladium(II) (70.0 mg, 0.10 mmol), and tripotassium phosphate (1.30 g, 12.0 mmol) in dioxane (20 mL) was refluxed for 3 h, and then cooled to room temperature. The reaction mixture was partitioned between ethyl acetate (50 mL) and water (80 mL), the organic layer was washed with... The reactants are Cl (hydrochloride), FC1=CC=C(C=C1)C1(CCC(CC1)=O)C1=CC=C(C=C1)F (4,4-bis(p-fluorophenyl)cyclohexanone), ClC1=C(C=C(C=C1)C1(CCNCC1)O)C(F)(F)F (4-(4-chloro-3-trifluoromethylphenyl)-4-piperidinol), C1(=CC=C(C=C1)S(=O)(=O)O)C (p-toluenesulfonic acid). Run in C1(=CC=CC=C1)C (toluene), O (water). Product: Cl.FC1=CC=C(C=C1)C1(CCC(CC1)N1CCC(CC1)(O)C1=CC(=C(C=C1)Cl)C(F)(F)F)C1=CC=C(C=C1)F (1-[4,4-bis(p-fluorophenyl)cyclohexyl]-4-(4-chloro-3-trifluoromethylphenyl)-4-piperidinol hydrochloride). Reaction SMILES: [F:1][C:2]1[CH:7]=[CH:6][C:5]([C:8]2([C:15]3[CH:20]=[CH:19][C:18]([F:21])=[CH:17][CH:16]=3)[CH2:13][CH2:12][C:11](=O)[CH2:10][CH2:9]2)=[CH:4][CH:3]=1.[Cl:22][C:23]1[CH:28]=[CH:27][C:26]([C:29]2([OH:35])[CH2:34][CH2:33][NH:32][CH2:31][CH2:30]2)=[CH:25][C:24]=1[C:36]([F:39])([F:38])[F:37].C1(C)C=CC(S(O)(=O)=O)=CC=1.Cl>O.C1(C)C=CC=CC=1>[ClH:22].[F:1][C:2]1[CH:3]=[CH:4][C:5]([C:8]2([C:15]3[CH:16]=[CH:17][C:18]([F:21])=[CH:19][CH:20]=3)[CH2:9][CH2:10][CH:11]([N:32]3[CH2:33][CH2:34][C:29]([C:26]4[CH:27]=[CH:28][C:23]([Cl:22])=[C:24]([C:36]([F:38])([F:37])[F:39])[CH:25]=4)([OH:35])[CH2:30][CH2:31]3)[CH2:12][CH2:13]2)=[CH:6][CH:7]=1 |f:6.7|. Procedure: A mixture of 14.3 g of 4,4-bis(p-fluorophenyl)cyclohexanone, 14 g of 4-(4-chloro-3-trifluoromethylphenyl)-4-piperidinol, 0.5 g of p-toluenesulfonic acid and 100 ml of toluene is stirred under reflux for 145 hours, water formed being removed as an azeotropic mixture with toluene. The toluene is then removed, and the residual oil is dissolved in 100 ml of 90% methanol. To the solution is added slowly 19 g of sodium borohydride under cooling. After the addition is complete, the methanol is removed ... The reactants are C(CCC)[Li] (butyllithium), Cl (hydrochloric acid), BrC1=CC=C(C=C1)O (4-bromophenol), O1CCC(CC1)=O (4-tetrahydropyranone). The solvent is CCCCCC (hexane), O1CCCC1 (tetrahydrofuran). Run at time 18 hour. Yields the product O1CCC(=CC1)C1=CC=C(C=C1)O (4-(3,6-Dihydropyran-4-yl)phenol). RXN SMILES: Br[C:2]1[CH:7]=[CH:6][C:5]([OH:8])=[CH:4][CH:3]=1.C([Li])CCC.[O:14]1[CH2:19][CH2:18][C:17](=O)[CH2:16][CH2:15]1.Cl>O1CCCC1.CCCCCC>[O:14]1[CH2:15][CH:16]=[C:17]([C:2]2[CH:7]=[CH:6][C:5]([OH:8])=[CH:4][CH:3]=2)[CH2:18][CH2:19]1. Procedure details: [lacuna] is added at −40° C. to 12.7 g of 4-bromophenol in 150 ml of tetrahydrofuran. At this same temperature, 100 ml of 1.6 M butyllithium in hexane are added to the reaction mixture, followed by addition of 8.1 g of 4-tetrahydropyranone. The reaction mixture is left stirring for 18 hours at room temperature and then hydrolysed with 1 N hydrochloric acid. The resulting mixture is extracted several times with diethyl ether, the organic phase is dried over magnesium sulphate and the solvents are... Reactants: COc1ccc(C(C(F)(F)F)C(F)(F)F)cc1C=O, COc1ccc(C(=C(F)F)C(F)(F)F)cc1. Yields the product COc1ccc(C(=C(F)F)C(F)(F)F)cc1C=O. Reaction SMILES: [F:17][C:18]([CH:19]([C:20]([F:21])([F:22])[F:23])[c:24]1[cH:25][cH:26][c:27]([O:32][CH3:33])[c:28]([CH:29]=[O:30])[cH:31]1)([F:34])[F:35].[F:1][C:2]([F:3])=[C:4]([c:5]1[cH:6][cH:7][c:8]([O:9][CH3:10])[cH:11][cH:12]1)[C:13]([F:14])([F:15])[F:16]>>[F:17][C:18](=[C:19]([C:20]([F:21])([F:22])[F:23])[c:24]1[cH:25][cH:26][c:27]([O:32][CH3:33])[c:28]([CH:29]=[O:30])[cH:31]1)[F:34]. Starting materials: BrC=1C=NC2=C(CN3CCC[C@@H]3C(N2)=O)C1 ((R)-6-bromo-1,2,3,4,9,10a-hexahydro-3a,8,9-triaza-benzo[f]azulen-10-one), C(C=C)(=O)OC(C)(C)C (tert-butyl acrylate), C(C)N(C(C)C)C(C)C ((i-Pr)2EtN), CC1=C(C=CC=C1)P(C2=C(C=CC=C2)C)C3=C(C=CC=C3)C (P(o-tol)3). The reagents and catalysts are CC(=O)[O-].CC(=O)[O-].[Pd+2] (Pd(OAc)2). Solvent: C(CC)#N (propionitrile), CN(C)C=O (DMF), C(Cl)Cl (CH2Cl2). Reaction conditions: time 25 minute. The product is C(C)(C)(C)OC(\C=C\C=1C=NC2=C(CN3CCC[C@@H]3C(N2)=O)C1)=O ((R)-(E)-3-(10-Oxo-2,3,4,9,10,10a-hexahydro-1H-3a,8,9-triaza-benzo[f]azulen-6-yl)acrylic acid tert-butyl ester). Isolated yield 55.7%. RXN SMILES: Br[C:2]1[CH:3]=[N:4][C:5]2[NH:14][C:13](=[O:15])[C@@H:12]3[N:8]([CH2:9][CH2:10][CH2:11]3)[CH2:7][C:6]=2[CH:16]=1.[C:17]([O:21][C:22]([CH3:25])([CH3:24])[CH3:23])(=[O:20])[CH:18]=[CH2:19].C(N(C(C)C)C(C)C)C.CC1C=CC=CC=1P(C1C=CC=CC=1C)C1C=CC=CC=1C>C(#N)CC.CN(C=O)C.C(Cl)Cl.CC([O-])=O.CC([O-])=O.[Pd+2]>[C:22]([O:21][C:17](=[O:20])/[CH:18]=[CH:19]/[C:2]1[CH:3]=[N:4][C:5]2[NH:14][C:13](=[O:15])[C@@H:12]3[N:8]([CH2:9][CH2:10][CH2:11]3)[CH2:7][C:6]=2[CH:16]=1)([CH3:25])([CH3:24])[CH3:23] |f:7.8.9|. Reported procedure: A suspension of (R)-6-bromo-1,2,3,4,9,10a-hexahydro-3a,8,9-triaza-benzo[f]azulen-10-one (3.91 g, 13.8 mmol) in propionitrile (80 mL) and DMF (20 mL) was de-oxygenated with Ar for 25 min. The mixture was treated with tert-butyl acrylate (8.1 mL, 55 mmol) and (i-Pr)2EtN (5.1 mL, 29 mmol) and was de-oxygenated with Ar for 15 min. Pd(OAc)2 (0.31 g, 1.4 mmol) and P(o-tol)3 (0.84 mg, 2.8 mmol) were added simultaneously, and the mixture was de-oxygenated a third time for 10 min. The mixture was heated ...